Dataset: the Open Reaction Database (ORD), a public repository of structured organic reaction records. Task: describe an organic reaction: reactants, conditions, products, and yield The reactants are [OH-].[K+] (potassium hydroxide), C(C)OC(=O)C1=CC=C(C(=CC2=CC3=CC=CC=C3C=C2)C)C=C1 (2-(4'-ethoxycarbonyl-β-methyl-styryl)naphthalene). Solvent: O (water), C(C)O (ethanol). Product: C(=O)(O)C1=CC=C(C(=CC2=CC3=CC=CC=C3C=C2)C)C=C1 (2-(4'-carboxy-β-methyl-styryl)-naphthalene). Yield: 76.8%. As a reaction SMILES: [OH-].[K+].C([O:5][C:6]([C:8]1[CH:26]=[CH:25][C:11]([C:12]([CH3:24])=[CH:13][C:14]2[CH:23]=[CH:22][C:21]3[C:16](=[CH:17][CH:18]=[CH:19][CH:20]=3)[CH:15]=2)=[CH:10][CH:9]=1)=[O:7])C>O.C(O)C>[C:6]([C:8]1[CH:9]=[CH:10][C:11]([C:12]([CH3:24])=[CH:13][C:14]2[CH:23]=[CH:22][C:21]3[C:16](=[CH:17][CH:18]=[CH:19][CH:20]=3)[CH:15]=2)=[CH:25][CH:26]=1)([OH:7])=[O:5] |f:0.1|. Procedure details: 10 g of potassium hydroxide are dissolved in 50 cm3 of water and 200 cm3 of ethanol. 10 g of the compound prepared in Example 7 are added and the reaction mixture is heated under reflux for one hour, cooled and then acidified. The precipitate is filtered off and the insoluble matter is recrystallised from acetic acid. 7 g of the expected product are obtained. Reactants: C(C)OC(C=CC=1C(=NC(=CC1)C(F)(F)F)Cl)=O (3-(2-chloro-6-trifluoromethyl-pyridin-3-yl)-acrylic acid ethyl ester), C1(=CC=CC=C1)B(O)O (phenylboronic acid), C(=O)([O-])[O-].[Cs+].[Cs+] (Cs2CO3), COCCOC (DME). Reagents/catalysts: Cl[Pd]([P](C1=CC=CC=C1)(C2=CC=CC=C2)C3=CC=CC=C3)([P](C4=CC=CC=C4)(C5=CC=CC=C5)C6=CC=CC=C6)Cl (Pd(PPh3)2Cl2). Run in C(C)O (ethanol). Yields the product C(C)OC(C=CC=1C(=NC(=CC1)C(F)(F)F)C1=CC=CC=C1)=O (3-(2-phenyl-6-trifluoromethyl-pyridin-3-yl)-acrylic acid ethyl ester). The yield is 80.0%. Reaction SMILES: [CH2:1]([O:3][C:4](=[O:18])[CH:5]=[CH:6][C:7]1[C:8](Cl)=[N:9][C:10]([C:13]([F:16])([F:15])[F:14])=[CH:11][CH:12]=1)[CH3:2].[C:19]1(B(O)O)[CH:24]=[CH:23][CH:22]=[CH:21][CH:20]=1.C([O-])([O-])=O.[Cs+].[Cs+].COCCOC>Cl[Pd](Cl)([P](C1C=CC=CC=1)(C1C=CC=CC=1)C1C=CC=CC=1)[P](C1C=CC=CC=1)(C1C=CC=CC=1)C1C=CC=CC=1.C(O)C>[CH2:1]([O:3][C:4](=[O:18])[CH:5]=[CH:6][C:7]1[C:8]([C:19]2[CH:24]=[CH:23][CH:22]=[CH:21][CH:20]=2)=[N:9][C:10]([C:13]([F:16])([F:15])[F:14])=[CH:11][CH:12]=1)[CH3:2] |f:2.3.4,^1:42,61|. Procedure: Microwave vial was charged with 3-(2-chloro-6-trifluoromethyl-pyridin-3-yl)-acrylic acid ethyl ester (100 mg, 0.376 mmol), phenylboronic acid (2 eq), Cs2CO3 (3 eq), Pd(PPh3)2Cl2 (0.08 eq), DME (1 ml), and ethanol (0.25 ml). The vial was irradiated in microwave synthesizer at 140° C. for 20 min. The contents of the vial were filtered through a celite pad, which was washed out thoroughly with methanol. The filtrate was evaporated, and the residue was purified by column chromatography to give 3-(2-... Starting materials: CC(C)(C)OC(=O)OC(=O)OC(C)(C)C, C1CCOC1, CN. Yields the product CNC(=O)OC(C)(C)C. As a reaction SMILES: [C:1]([CH3:2])([CH3:3])([CH3:4])[O:5][C:6]([O:8][C:7]([O:9][C:10]([CH3:11])([CH3:12])[CH3:13])=[O:14])=[O:15].[CH2:18]1[O:19][CH2:20][CH2:21][CH2:22]1.[CH3:16][NH2:17]>>[C:1]([CH3:2])([CH3:3])([CH3:4])[O:5][C:6](=[O:8])[NH:17][CH3:16]. Reactants: C[C@](C(=O)[O-])(CCN1N=CC(=C1)C)S(=O)(=O)C ((2R)-2-methyl-4-(4-methyl-1H-pyrazol-1-yl)-2-(methylsulfonyl)butanoate), C1CCOC1.CO.O (THF MeOH water), [Li+].[OH-] (LiOH), Cl (HCl). Solvent: O (water). Reaction conditions: time 8 hour. Yields the product C[C@](C(=O)O)(CCN1N=CC(=C1)C)S(=O)(=O)C ((2R)-2-methyl-4-(4-methyl-1H-pyrazol-1-yl)-2-(methylsulfonyl)butanoic acid). RXN SMILES: [CH3:1][C@@:2]([S:14]([CH3:17])(=[O:16])=[O:15])([CH2:6][CH2:7][N:8]1[CH:12]=[C:11]([CH3:13])[CH:10]=[N:9]1)[C:3]([O-:5])=[O:4].C1COCC1.CO.O.[Li+].[OH-].Cl>O>[CH3:1][C@@:2]([S:14]([CH3:17])(=[O:15])=[O:16])([CH2:6][CH2:7][N:8]1[CH:12]=[C:11]([CH3:13])[CH:10]=[N:9]1)[C:3]([OH:5])=[O:4] |f:1.2.3,4.5|. Procedure details: To a solution of (2R)-2-methyl-4-(4-methyl-1H-pyrazol-1-yl)-2-(methylsulfonyl)butanoate (182 mg 0.455 mmol, 1 eq) in 2:2:1 THF-MeOH-water (6 mL) was added 0.1 M aq. LiOH and the reaction mixture was allowed to stir overnight at RT. The reaction mixture was concentrated under reduced pressure (to remove organics) to provide an aqueous solution, which was diluted with water (5 mL) and acidified to pH=2 with 1 M HCl. Upon acidification, a white precipitate formed, which was filtered, washed with wa... Starting materials: C(C)(C)C1=CC=C(C=C1)NS(N)(=O)=O (4-i-propyl-phenyl sulfamic acid amide), [H-].[Na+] (sodium hydride), ClC1=NC(=NC(=C1OC1=C(C=CC=C1)OC)Cl)C1=CC=NC=C1 (4,6-dichloro-5-(o-methoxyphenoxy)-2-(4-pyridyl)-pyrimidine), CCOC(=O)C (EtOAc). The solvent is CN(C)C=O (DMF). Reaction conditions: temperature 45 celsius, time 60 hour. The product is ClC1=C(C(=NC(=N1)C1=CC=NC=C1)NS(NC1=CC=C(C=C1)C(C)C)(=O)=O)OC1=C(C=CC=C1)OC (4-i-propyl-phenyl sulfamic acid-[6-chloro-5-(o-methoxy-phenoxy)-2-(4-pyridyl)-4-pyrimidinyl]-amide). The yield is 26.7%. RXN SMILES: [CH:1]([C:4]1[CH:9]=[CH:8][C:7]([NH:10][S:11](=[O:14])(=[O:13])[NH2:12])=[CH:6][CH:5]=1)([CH3:3])[CH3:2].[H-].[Na+].[Cl:17][C:18]1[C:23]([O:24][C:25]2[CH:30]=[CH:29][CH:28]=[CH:27][C:26]=2[O:31][CH3:32])=[C:22](Cl)[N:21]=[C:20]([C:34]2[CH:39]=[CH:38][N:37]=[CH:36][CH:35]=2)[N:19]=1.CCOC(C)=O>CN(C=O)C>[Cl:17][C:18]1[N:19]=[C:20]([C:34]2[CH:39]=[CH:38][N:37]=[CH:36][CH:35]=2)[N:21]=[C:22]([NH:12][S:11](=[O:13])(=[O:14])[NH:10][C:7]2[CH:6]=[CH:5][C:4]([CH:1]([CH3:3])[CH3:2])=[CH:9][CH:8]=2)[C:23]=1[O:24][C:25]1[CH:30]=[CH:29][CH:28]=[CH:27][C:26]=1[O:31][CH3:32] |f:1.2|. Reported procedure: To a solution of 4-i-propyl-phenyl sulfamic acid amide (642 mg; Referential Example 17) in DMF (9 ml) was added sodium hydride (250 mg). The mixture was warmed to 45° C. for 30 min. Then, 4,6-dichloro-5-(o-methoxyphenoxy)-2-(4-pyridyl)-pyrimidine (1.044 g) was added and the reaction mixture was stirred for 60 h at r.t. After acidic work up and chromatography over silicagel with Hex/EtOAc=2/5, 4-i-propyl-phenyl sulfamic acid-[6-chloro-5-(o-methoxy-phenoxy)-2-(4-pyridyl)-4-pyrimidinyl]-amide (0.42... Reactants: COC=1C=CC2=C(CCN(C(N2)=O)C2CCNCC2)C1 (7-methoxy-3-piperidin-4-yl-1,3,4,5-tetrahydro-1,3-benzodiazepin-2-one), FC=1C=C(C(=O)C2=CC3=C(N(C(O3)=O)C)C(=C2)C)C=C(C1)F (6-(3,5-difluoro-benzoyl)-3,4-dimethyl-3H-benzoxazol-2-one). Solvent: CN(C)C=O (DMF). Reaction conditions: temperature 300 celsius. The product is CN1C(OC2=C1C(=CC(=C2)C(=O)C=2C=C(C=C(C2)F)N2CCC(CC2)N2C(NC1=C(CC2)C=C(C=C1)OC)=O)C)=O (3-{1-[3-(3,4-dimethyl-2-oxo-2,3-dihydro-benzoxazole-6-carbonyl)-5-fluoro-phenyl]-piperidin-4-yl}-7-methoxy-1,3,4,5-tetrahydro-benzo[d][1,3]diazepin-2-one). Reaction SMILES: [CH3:1][O:2][C:3]1[CH:4]=[CH:5][C:6]2[NH:12][C:11](=[O:13])[N:10]([CH:14]3[CH2:19][CH2:18][NH:17][CH2:16][CH2:15]3)[CH2:9][CH2:8][C:7]=2[CH:20]=1.[F:21][C:22]1[CH:23]=[C:24]([CH:39]=[C:40](F)[CH:41]=1)[C:25]([C:27]1[CH:37]=[C:36]([CH3:38])[C:30]2[N:31]([CH3:35])[C:32](=[O:34])[O:33][C:29]=2[CH:28]=1)=[O:26]>CN(C=O)C>[CH3:35][N:31]1[C:30]2[C:36]([CH3:38])=[CH:37][C:27]([C:25]([C:24]3[CH:39]=[C:40]([N:17]4[CH2:18][CH2:19][CH:14]([N:10]5[CH2:9][CH2:8][C:7]6[CH:20]=[C:3]([O:2][CH3:1])[CH:4]=[CH:5][C:6]=6[NH:12][C:11]5=[O:13])[CH2:15][CH2:16]4)[CH:41]=[C:22]([F:21])[CH:23]=3)=[O:26])=[CH:28][C:29]=2[O:33][C:32]1=[O:34]. Procedure: 440 mg (1.60 mmol) 7-methoxy-3-piperidin-4-yl-1,3,4,5-tetrahydro-1,3-benzodiazepin-2-one and 121 mg (0.40 mmol) 6-(3,5-difluoro-benzoyl)-3,4-dimethyl-3H-benzoxazol-2-one were combined and heated to 300° C. for approx. 10 min using the hot gun. Then the mixture was dissolved in DMF and purified by preparative HPLC-MS. The fractions containing the product were combined and the organic solvent was evaporated down. The residue was neutralised with 1N aqueous sodium hydroxide solution, the precipitat...